This data is from the Open Reaction Database (ORD), a public repository of structured organic reaction records. The task is: describe an organic reaction: reactants, conditions, products, and yield Starting materials: CC(=O)O, N#Cc1ccc(C(F)(F)F)cc1Sc1ccccc1N, [Na+], [OH-], O, O=S(=O)(O)O. The product is O=C1Nc2ccccc2Sc2cc(C(F)(F)F)ccc21. Reaction SMILES: [CH3:28][C:29](=[O:30])[OH:31].[NH2:1][c:2]1[c:3]([S:8][c:9]2[c:10]([C:11]#[N:12])[cH:13][cH:14][c:15]([C:17]([F:18])([F:19])[F:20])[cH:16]2)[cH:4][cH:5][cH:6][cH:7]1.[Na+:27].[OH-:26].[OH2:32].[S:21]([OH:22])(=[O:23])(=[O:24])[OH:25]>>[c:2]12[c:3]([cH:4][cH:5][cH:6][cH:7]1)[S:8][c:9]1[c:10]([cH:13][cH:14][c:15]([C:17]([F:18])([F:19])[F:20])[cH:16]1)[C:11](=[O:22])[NH:12]2. The reactants are C1COCCN1, CC(C)=O, N=S, O, O=C(O)c1ccccc1C(=O)Nc1ccccc1. Yields the product O=C(Nc1ccccc1)C1CNCCO1. RXN SMILES: [CH2:1]1[CH2:2][O:3][CH2:4][CH2:5][NH:6]1.[CH3:7][C:8]([CH3:9])=[O:10].[NH:11]=[S:12].[OH2:31].[c:13]1([NH:19][C:20](=[O:21])[c:22]2[cH:23][cH:24][cH:25][cH:26][c:27]2[C:28]([OH:29])=[O:30])[cH:14][cH:15][cH:16][cH:17][cH:18]1>>[CH2:1]1[CH:2]([C:20]([NH:19][c:13]2[cH:14][cH:15][cH:16][cH:17][cH:18]2)=[O:21])[O:3][CH2:4][CH2:5][NH:6]1. The reactants are [OH-].[Na+] (Sodium hydroxide), CO (methanol), CC=1C=C(C=C(C1)NC1=NC=CC(=N1)C(F)(F)F)C=1C=CC(=NC1)C=1N=NN(C1)CC(=O)OC (methyl {4-[5-(3-methyl-5-{[4-(trifluoromethyl)pyrimidin-2-yl]amino}phenyl)pyridin-2-yl]-1H-1,2,3-triazol-1-yl}acetate). The solvent is C1CCOC1 (THF). Conditions: time 3 hour. Yields the product CC=1C=C(C=C(C1)NC1=NC=CC(=N1)C(F)(F)F)C=1C=CC(=NC1)C=1N=NN(C1)CC(=O)O ({4-[5-(3-methyl-5-{[4-(trifluoromethyl)pyrimidin-2-yl]amino}phenyl)pyridin-2-yl]-1H-1,2,3-triazol-1-yl}acetic acid), C(=O)(C(F)(F)F)O (TFA). As a reaction SMILES: [OH-:1].[Na+].[CH3:3][OH:4].[CH3:5][C:6]1[CH:7]=[C:8]([C:23]2[CH:24]=[CH:25][C:26]([C:29]3[N:30]=[N:31][N:32]([CH2:34][C:35]([O:37]C)=[O:36])[CH:33]=3)=[N:27][CH:28]=2)[CH:9]=[C:10]([NH:12][C:13]2[N:18]=[C:17]([C:19]([F:22])([F:21])[F:20])[CH:16]=[CH:15][N:14]=2)[CH:11]=1>C1COCC1>[CH3:5][C:6]1[CH:7]=[C:8]([C:23]2[CH:24]=[CH:25][C:26]([C:29]3[N:30]=[N:31][N:32]([CH2:34][C:35]([OH:37])=[O:36])[CH:33]=3)=[N:27][CH:28]=2)[CH:9]=[C:10]([NH:12][C:13]2[N:18]=[C:17]([C:19]([F:21])([F:20])[F:22])[CH:16]=[CH:15][N:14]=2)[CH:11]=1.[C:3]([OH:4])([C:19]([F:22])([F:21])[F:20])=[O:1] |f:0.1|. Procedure details: Sodium hydroxide (1 M, 0.55 mL, 0.550 mmol) and methanol (1.5 mL) was added to a solution of methyl {4-[5-(3-methyl-5-{[4-(trifluoromethyl)pyrimidin-2-yl]amino}phenyl)pyridin-2-yl]-1H-1,2,3-triazol-1-yl}acetate (55.0 mg, 0.094 mmol) in THF (1.5 mL). The mixture was stirred at room temperature for 3 hours and then directly purified by reverse phase HPLC to afford {4-[5-(3-methyl-5-{[4-(trifluoromethyl)pyrimidin-2-yl]amino}phenyl)pyridin-2-yl]-1H-1,2,3-triazol-1-yl}acetic acid as a TFA salt. MS AP... Reactants: COC=1C=C(C=CC1Br)S (3-Methoxy-4-bromobenzenethiol), BrCC(C(=O)OCC)=O (ethyl bromopyruvate), Cl (hydrochloric acid). Solvent: N1=CC=CC=C1 (pyridine). Conditions: time 1 hour. Product: COC=1C=C(C=CC1Br)SCC(C(=O)OCC)=O (Ethyl 3-(3-methoxy-4-bromophenylthio)-2-oxopropanoate). The yield is 25.2%. As a reaction SMILES: [CH3:1][O:2][C:3]1[CH:4]=[C:5]([SH:10])[CH:6]=[CH:7][C:8]=1[Br:9].Br[CH2:12][C:13](=[O:19])[C:14]([O:16][CH2:17][CH3:18])=[O:15].Cl>N1C=CC=CC=1>[CH3:1][O:2][C:3]1[CH:4]=[C:5]([S:10][CH2:12][C:13](=[O:19])[C:14]([O:16][CH2:17][CH3:18])=[O:15])[CH:6]=[CH:7][C:8]=1[Br:9]. Procedure details: 3-Methoxy-4-bromobenzenethiol (D2) (9.6 g, 44 mmoles) in pyridine (30 ml) was treated with ethyl bromopyruvate (5.9 ml, 46 mmoles) and stirred at room temperature for 1 hr. Dilute hydrochloric acid (100 ml) was added and the product extracted into diethyl ether. The organics were washed with dilute hydrochloric acid then brine and dried (Na2SO4). Evaporation of the solvent followed by flash chromatography on TLC silica gel eluting with dichloromethane gave the title compound (D3) (3.7 g, 25%). Reactants: BrC=1C(=NC=C(C1)C)O (3-Bromo-2-hydroxy-5-methylpyridine), IC (iodomethane). The reagents and catalysts are C([O-])([O-])=O.[Ag+2] (silver carbonate). The solvent is C(Cl)(Cl)Cl (CHCl3). Run at temperature 55 celsius, time 3 hour. Product: BrC=1C(=NC=C(C1)C)OC (3-bromo-2-methoxy-5-methyl-pyridine). Reaction SMILES: [Br:1][C:2]1[C:3]([OH:9])=[N:4][CH:5]=[C:6]([CH3:8])[CH:7]=1.I[CH3:11]>C(Cl)(Cl)Cl.C(=O)([O-])[O-].[Ag+2]>[Br:1][C:2]1[C:3]([O:9][CH3:11])=[N:4][CH:5]=[C:6]([CH3:8])[CH:7]=1 |f:3.4|. Reported procedure: 3-Bromo-2-hydroxy-5-methylpyridine (5.012 g, 26.7 mmol), silver carbonate (9.58 g, 34.7 mmol), and iodomethane (5 mL, 80.0 mmol) were combined in CHCl3 (75 mL) and stirred at 55° C. for 3 hours. The mixture was cooled and filtered through Celite, and the filtrate was concentrated and purified by silica gel chromatography (0-100% EtOAc in hexanes) to give 3-bromo-2-methoxy-5-methyl-pyridine. Starting materials: CC(=O)O, [O-][I+3]([O-])([O-])[O-], CC(C)(C)n1cc(-c2ccc(Sc3ccccc3)cc2)c2c(N)ncnc21, [Na+], O. The product is CC(C)(C)n1cc(-c2ccc(S(=O)c3ccccc3)cc2)c2c(N)ncnc21. Reaction SMILES: [CH3:35][C:36](=[O:37])[OH:38].[I+3:1]([O-:2])([O-:3])([O-:4])[O-:5].[NH2:7][c:8]1[c:9]2[c:10]([n:11][cH:12][n:13]1)[n:14]([C:30]([CH3:31])([CH3:32])[CH3:33])[cH:15][c:16]2-[c:17]1[cH:18][cH:19][c:20]([S:23][c:24]2[cH:25][cH:26][cH:27][cH:28][cH:29]2)[cH:21][cH:22]1.[Na+:6].[OH2:34]>>[O:2]=[S:23]([c:20]1[cH:19][cH:18][c:17](-[c:16]2[c:9]3[c:8]([NH2:7])[n:13][cH:12][n:11][c:10]3[n:14]([C:30]([CH3:31])([CH3:32])[CH3:33])[cH:15]2)[cH:22][cH:21]1)[c:24]1[cH:25][cH:26][cH:27][cH:28][cH:29]1.